Dataset: the Open Reaction Database (ORD), a public repository of structured organic reaction records. Task: describe an organic reaction: reactants, conditions, products, and yield The reactants are C(C)(C)(C)NS(=O)(=O)C=1SC(=CC1)Cl (N-(tert-butyl)-5-chlorothiophene-2-sulfonamide), [Li]C(C)CC (sec-BuLi), S(=O)(=O)(C1=CC=C(C)C=C1)N=[N+]=[N-] (tosyl azide). The solvent is O1CCCC1 (tetrahydrofuran), O1CCCC1 (tetrahydrofuran). Run at temperature -20 celsius, time 30 minute. The product is N(=[N+]=[N-])C1=C(SC(=C1)Cl)S(=O)(=O)NC(C)(C)C (3-azido-N-(tert-butyl)-5-chlorothiophene-2-sulfonamide). Reaction SMILES: [C:1]([NH:5][S:6]([C:9]1[S:10][C:11]([Cl:14])=[CH:12][CH:13]=1)(=[O:8])=[O:7])([CH3:4])([CH3:3])[CH3:2].[Li]C(CC)C.S([N:30]=[N+:31]=[N-:32])(C1C=CC(C)=CC=1)(=O)=O>O1CCCC1>[N:30]([C:13]1[CH:12]=[C:11]([Cl:14])[S:10][C:9]=1[S:6]([NH:5][C:1]([CH3:4])([CH3:2])[CH3:3])(=[O:7])=[O:8])=[N+:31]=[N-:32]. Reported procedure: A solution of Example 311A (1.01 g, 3.99 mmol) in tetrahydrofuran (32 mL) at −78° C. was treated with dropwise addition of sec-BuLi (1.4 M in hexane, 2.1 equivalents). The reaction was warmed to −20° C. and stirred for 30 minutes, treated with a solution of tosyl azide (1.1 equivalent) in tetrahydrofuran (7 mL) at −20° C., stirred at 25° C. for 18 hours. The reaction mixture was quenched with water and extracted with ethyl acetate. The organic layer was washed with brine, dried over anhydrous so... Reported procedure: A mixture of ethyl 2-{4-[N-methyl-N-(7-chloro-1,2,4-benzotriazin-3-yl)amino]phenoxy}propionate (80 g, compound No. 21, Example 7), n-propanol (800 ml) and concentrated sulfuric acid (3 ml) was heated under reflux for a period of 6 hours. A small volume of water was added and the mixture was concentrated. Dichloromethane was added and the mixture was washed first with dilute aqueous potassium carbonate solution and then with water. The organic phase was dried (over anhydrous magnesium sulfate) an... As a reaction SMILES: [CH3:1][N:2]([C:14]1[CH:27]=[CH:26][C:17]([O:18][CH:19]([CH3:25])[C:20]([O:22][CH2:23][CH3:24])=[O:21])=[CH:16][CH:15]=1)[C:3]1[N:4]=[N:5][C:6]2[CH:12]=[C:11]([Cl:13])[CH:10]=[CH:9][C:7]=2[N:8]=1.[CH2:28](O)CC.S(=O)(=O)(O)O>O>[CH3:1][N:2]([C:14]1[CH:27]=[CH:26][C:17]([O:18][CH:19]([CH3:25])[C:20]([O:22][CH2:23][CH2:24][CH3:28])=[O:21])=[CH:16][CH:15]=1)[C:3]1[N:4]=[N:5][C:6]2[CH:12]=[C:11]([Cl:13])[CH:10]=[CH:9][C:7]=2[N:8]=1. Product: CN(C=1N=NC2=C(N1)C=CC(=C2)Cl)C2=CC=C(OC(C(=O)OCCC)C)C=C2 (n-Propyl 2-{4-[N-methyl-N-(7-chloro-1,2,4-benzotriazin-3-yl)amino]phenoxy}propionate). Solvent: O (water). Reactants: CN(C=1N=NC2=C(N1)C=CC(=C2)Cl)C2=CC=C(OC(C(=O)OCC)C)C=C2 (ethyl 2-{4-[N-methyl-N-(7-chloro-1,2,4-benzotriazin-3-yl)amino]phenoxy}propionate), C(CC)O (n-propanol), S(O)(O)(=O)=O (sulfuric acid). The reactants are O=C([O-])O, CS(C)=O, O=C(O)c1cc(Cl)ccn1, NCC1CCN(C(=O)OCc2ccccc2)CC1, [Na+]. Yields the product O=C(O)c1cc(NCC2CCN(C(=O)OCc3ccccc3)CC2)ccn1. RXN SMILES: [C:33](=[O:34])([OH:35])[O-:36].[CH3:29][S:30]([CH3:31])=[O:32].[Cl:1][c:2]1[cH:3][c:4]([C:8](=[O:9])[OH:10])[n:5][cH:6][cH:7]1.[NH2:11][CH2:12][CH:13]1[CH2:14][CH2:15][N:16]([C:19](=[O:20])[O:21][CH2:22][c:23]2[cH:24][cH:25][cH:26][cH:27][cH:28]2)[CH2:17][CH2:18]1.[Na+:37]>>[c:2]1([NH:11][CH2:12][CH:13]2[CH2:14][CH2:15][N:16]([C:19](=[O:20])[O:21][CH2:22][c:23]3[cH:24][cH:25][cH:26][cH:27][cH:28]3)[CH2:17][CH2:18]2)[cH:3][c:4]([C:8](=[O:9])[OH:10])[n:5][cH:6][cH:7]1. Starting materials: BrC1=NC=C(C(=O)O)C=C1 (6-bromonicotinic acid), C(=O)([O-])[O-].[K+].[K+] (K2CO3), O (water). The solvent is C1CCOC1 (THF), C1CCOC1 (THF). Conditions: temperature 0 celsius. Product: BrC1=NC=C(C=C1)CO (2-Bromo-5-hydroxymethylpyridine). The yield is 58.7%. Reaction SMILES: [Br:1][C:2]1[CH:10]=[CH:9][C:5]([C:6](O)=[O:7])=[CH:4][N:3]=1.C([O-])([O-])=O.[K+].[K+].O>C1COCC1>[Br:1][C:2]1[CH:10]=[CH:9][C:5]([CH2:6][OH:7])=[CH:4][N:3]=1 |f:1.2.3|. Procedure: To a cooled (0° C.), stirred suspension of 6-bromonicotinic acid (13.8 g, 0.068 mol), prepared according to Campbell, et al. Aust. J. Chem. 1971, 24, 277, in THF (20 mL) was added 1.0M BH3 in THF (204 mL, 0.204 mol). The mixture was stirred at room temperature for 3 h, recolled to 0° C., and saturated aqueous K2CO3 and water were added. The mixture was extracted with EtOAc, and the combined extracts were washed with water, dried (MgSO4), and concentrated to give a yellow oil. Purification by fla... Starting materials: CS(=O)(=O)N (MeSO2NH2), [H-].[Na+] (NaH), BrC1=CC=C(C=C1)C1(CC1)C(=O)O (1-(4-Bromo-phenyl)-cyclopropanecarboxylic acid), O=S(Cl)Cl (SOCl2). Run in C1CCOC1 (THF), O (water), C(Cl)Cl (CH2Cl2). Reaction conditions: time 20 minute. Product: BrC1=CC=C(C=C1)C1(CC1)C(=O)NS(=O)(=O)C (N-[1-(4-Bromo-phenyl)-cyclopropanecarbonyl]-methanesulfonamide). Isolated yield 86.1%. As a reaction SMILES: [Br:1][C:2]1[CH:7]=[CH:6][C:5]([C:8]2([C:11]([OH:13])=O)[CH2:10][CH2:9]2)=[CH:4][CH:3]=1.O=S(Cl)Cl.[CH3:18][S:19]([NH2:22])(=[O:21])=[O:20].[H-].[Na+]>C(Cl)Cl.C1COCC1.O>[Br:1][C:2]1[CH:7]=[CH:6][C:5]([C:8]2([C:11]([NH:22][S:19]([CH3:18])(=[O:21])=[O:20])=[O:13])[CH2:10][CH2:9]2)=[CH:4][CH:3]=1 |f:3.4|. Procedure details: 1-(4-Bromo-phenyl)-cyclopropanecarboxylic acid (22 g, 91.3 mmol) and SOCl2 (13.6 mL, 183 mmol) in CH2Cl2 were heated together for 1.5 hours then evaporated to afford a dark oil. This oil was added via syringe over 30 minutes to a mixture of MeSO2NH2 (19 g, 200 mmol) in THF (250 mL) that was pre-treated at room temperature with NaH (60% in oil; 8.0 g, 200 mmol) for 1.5 hours. After a further 20 minutes, the mixture was poured into water, acidified and extracted with CH2Cl2, washed with water (2×)...